This data is from the Open Reaction Database (ORD), a public repository of structured organic reaction records. The task is: describe an organic reaction: reactants, conditions, products, and yield Reactants: C(C1=CC=CC=C1)OC1=C(C=C(C[C@H](C(=O)OC)CC(=O)[O-])C=C1C)OC (1-methyl(S)-2-(4-benzyloxy-3-methoxy-5-methyl-benzyl)-succinate), N1CCC(CC1)N1C(NC2=C(CC1)C=CC=C2)=O (3-piperidin-4-yl-1,3,4,5-tetrahydro-1,3-benzodiazepin-2-one), CN(CCCN=C=NCC)C ((3-dimethylamino-propyl)-ethyl-carbodiimide). The reagents and catalysts are CN(C1=CC=NC=C1)C (4-dimethylamino-pyridine). Run in C(C)#N (acetonitrile), C1CCOC1 (THF). Product: C(C1=CC=CC=C1)OC1=C(C=C(C[C@H](C(=O)OC)CC(N2CCC(CC2)N2C(NC3=C(CC2)C=CC=C3)=O)=O)C=C1C)OC (methyl(S)-2-(4-benzyloxy-3-methoxy-5-methyl-benzyl)-4-oxo-4-[4-(2-oxo-1,2,4,5-tetrahydro-1,3-benzodiazepin-3-yl)-piperidin-1-yl]-butanoate). Reaction SMILES: [CH2:1]([O:8][C:9]1[C:24]([CH3:25])=[CH:23][C:12]([CH2:13][C@@H:14]([CH2:19][C:20]([O-])=[O:21])[C:15]([O:17][CH3:18])=[O:16])=[CH:11][C:10]=1[O:26][CH3:27])[C:2]1[CH:7]=[CH:6][CH:5]=[CH:4][CH:3]=1.[NH:28]1[CH2:33][CH2:32][CH:31]([N:34]2[CH2:40][CH2:39][C:38]3[CH:41]=[CH:42][CH:43]=[CH:44][C:37]=3[NH:36][C:35]2=[O:45])[CH2:30][CH2:29]1.CN(C)CCCN=C=NCC>CN(C)C1C=CN=CC=1.C(#N)C.C1COCC1>[CH2:1]([O:8][C:9]1[C:24]([CH3:25])=[CH:23][C:12]([CH2:13][C@@H:14]([CH2:19][C:20](=[O:21])[N:28]2[CH2:29][CH2:30][CH:31]([N:34]3[CH2:40][CH2:39][C:38]4[CH:41]=[CH:42][CH:43]=[CH:44][C:37]=4[NH:36][C:35]3=[O:45])[CH2:32][CH2:33]2)[C:15]([O:17][CH3:18])=[O:16])=[CH:11][C:10]=1[O:26][CH3:27])[C:2]1[CH:3]=[CH:4][CH:5]=[CH:6][CH:7]=1. Reported procedure: Prepared analogously to Example 12d from 5.80 g (15.6 mmol) 1-methyl(S)-2-(4-benzyloxy-3-methoxy-5-methyl-benzyl)-succinate and 4.20 g (17.13 mmol) 3-piperidin-4-yl-1,3,4,5-tetrahydro-1,3-benzodiazepin-2-one, using 3.43 g (17.9 mmol) (3-dimethylamino-propyl)-ethyl-carbodiimide and 2.38 g (19.5 mmol) 4-dimethylamino-pyridine for the coupling and 130 mL acetonitrile and 50 mL THF as solvent.